From a dataset of the Open Reaction Database (ORD), a public repository of structured organic reaction records. describe an organic reaction: reactants, conditions, products, and yield The reactants are CC(C)=O, [N-]=[N+]=[N-], [Na+], Clc1cc(Cl)nc(-c2ccco2)n1. Yields the product [N-]=[N+]=Nc1cc(Cl)nc(-c2ccco2)n1. RXN SMILES: [CH3:18][C:19](=[O:20])[CH3:21].[N-:15]=[N+:16]=[N-:17].[Na+:14].[o:1]1[c:2](-[c:6]2[n:7][c:8]([Cl:13])[cH:9][c:10]([Cl:12])[n:11]2)[cH:3][cH:4][cH:5]1>>[o:1]1[c:2](-[c:6]2[n:7][c:8]([Cl:13])[cH:9][c:10]([N:15]=[N+:16]=[N-:17])[n:11]2)[cH:3][cH:4][cH:5]1. Reaction SMILES: [Na].[N+]([C:5]1[CH:10]=[CH:9][N+:8]([O-:11])=[C:7]([CH3:12])[CH:6]=1)([O-])=O.[C:13](O)(=[O:15])C.C([O-])(O)=O.[Na+]>CO.O>[CH3:13][O:15][C:5]1[CH:10]=[CH:9][N+:8]([O-:11])=[C:7]([CH3:12])[CH:6]=1 |f:3.4,^1:0|. Solvent: CO (methanol), O (H2O). Procedure details: With stirring, sodium pellets (3.95 g, 0.172 mol), maintained dry under hexane, were added to 540 ml dry methanol, under N2. Following dissolution, the mixture was diluted with 900 ml methanol, 4-nitro-2-methylpyridine N-oxide (26.0 g, 0.169 mol) was added, and the mixture heated at reflux for 1 hour, cooled to room temperature and acidified with 18 ml glacial acetic acid. After stirring 15 minutes, the reaction mixture was stripped of solvent, the orange residue taken up in 300 ml of H2O, neutr... Product: COC1=CC(=[N+](C=C1)[O-])C (4-Methoxy-2-methylpyridine N-Oxide). The reactants are [N+](=O)([O-])C1=CC(=[N+](C=C1)[O-])C (4-nitro-2-methylpyridine N-oxide), [Na] (sodium), C(=O)(O)[O-].[Na+] (NaHCO3), C(C)(=O)O (acetic acid).